The task is: describe an organic reaction: reactants, conditions, products, and yield. This data is from the Open Reaction Database (ORD), a public repository of structured organic reaction records. Reactants: BrC1=C2C3(C(NC2=CC=C1)=O)COC=1C3=CC3=C(OCO3)C1 (4′-bromospiro[furo[2,3-f][1,3]benzodioxole-7,3′-indol]-2′(1′H)-one), CN(C1=CC=C(C=N1)B(O)O)C ([6-(dimethylamino)pyridin-3-yl]boronic acid), BrC1=C2C3(C(N(C2=CC=C1)CCCCC)=O)COC=1C3=CC3=C(OCO3)C1 (4′-bromo-1′-pentylspiro[furo[2,3-f][1,3]benzodioxole-7,3′-indol]-2′(1′H)-one), C1=CC=C(C=2OC3=C(C21)C=CC=C3)B(O)O (dibenzo[b,d]furan-4-ylboronic acid). Product: C1=CC=C(C=2OC3=C(C21)C=CC=C3)C3=C2C1(C(NC2=CC=C3)=O)COC=3C1=CC1=C(OCO1)C3 (4′-dibenzo[b,d]furan-4-ylspiro[furo[2,3-f][1,3]benzodioxole-7,3′-indol]-2′(1′H)-one). Reaction SMILES: Br[C:2]1[CH:10]=[CH:9][CH:8]=[C:7]2[C:3]=1[C:4]1([C:15]3=[CH:16][C:17]4[O:21][CH2:20][O:19][C:18]=4[CH:22]=[C:14]3[O:13][CH2:12]1)[C:5](=[O:11])[NH:6]2.BrC1C=[CH:31][CH:30]=[C:29]2[C:25]=1[C:26]1([C:42]3=[CH:43][C:44]4OCO[C:45]=4[CH:49]=[C:41]3[O:40][CH2:39]1)C(=O)N2CCCCC.C1C2C3C=CC=CC=3OC=2C(B(O)O)=CC=1.CN(C)C1N=CC(B(O)O)=CC=1>>[CH:43]1[C:42]2[C:26]3[CH:25]=[CH:29][CH:30]=[CH:31][C:39]=3[O:40][C:41]=2[C:49]([C:2]2[CH:10]=[CH:9][CH:8]=[C:7]3[C:3]=2[C:4]2([C:15]4=[CH:16][C:17]5[O:21][CH2:20][O:19][C:18]=5[CH:22]=[C:14]4[O:13][CH2:12]2)[C:5](=[O:11])[NH:6]3)=[CH:45][CH:44]=1. Reported procedure: Following the procedure as described in EXAMPLE 4, and making non-critical variations using 4′-bromospiro[furo[2,3-f][1,3]benzodioxole-7,3′-indol]-2′(1′H)-one to replace 4′-bromo-1′-pentylspiro[furo[2,3-f][1,3]benzodioxole-7,3′-indol]-2′(1′H)-one, and dibenzo[b,d]furan-4-ylboronic acid to replace [6-(dimethylamino)pyridin-3-yl]boronic acid, the title compound was obtained (10%) as a colorless solid: mp>230° C.; 1H NMR (300 MHz, DMSO-d6) δ 10.77 (s, 1H), 8.04 (d, 1H), 7.97 (dd, 1H), 7.43-7.42 (m,... Starting materials: CN([SiH](C)C)[Si](C)(C)C, ClCCCl, N, O=C1NS(=O)(=O)c2ccccc21, Sc1nnnn1-c1ccccc1. Yields the product C[Si](C)(C)Sc1nnnn1-c1ccccc1. Reaction SMILES: [CH3:13][SiH:14]([CH3:15])[N:20]([Si:16]([CH3:17])([CH3:18])[CH3:19])[CH3:21].[Cl:35][CH2:36][CH2:37][Cl:38].[NH3:34].[O:22]=[C:23]1[c:24]2[c:25]([cH:26][cH:27][cH:28][cH:29]2)[S:30](=[O:31])(=[O:32])[NH:33]1.[c:1]1(-[n:7]2[n:8][n:9][n:10][c:11]2[SH:12])[cH:2][cH:3][cH:4][cH:5][cH:6]1>>[c:1]1(-[n:7]2[n:8][n:9][n:10][c:11]2[S:12][Si:16]([CH3:17])([CH3:18])[CH3:19])[cH:2][cH:3][cH:4][cH:5][cH:6]1.